Task: describe an organic reaction: reactants, conditions, products, and yield. Dataset: the Open Reaction Database (ORD), a public repository of structured organic reaction records Starting materials: O=C(OC(C)(C)C)N1CCCCC1. Reagents/catalysts: N=1C=CC=C2C=CC=3C=CC(=NC3C12)C, O1B(OC(C)(C)C1(C)C)B2OC(C)(C)C(O2)(C)C, C[OH2+].C[OH2+].C1CC=CCCC=C1.C1CC=CCCC=C1.[Ir].[Ir]. Run in C1CCCCCCC1. Reaction conditions: temperature 100 celsius, time 20 hour. Yields the product O=C(OC(C)(C)C)N1CCCC(B2OC(C)(C)C(O2)(C)C)C1. Yield: 41.0%.